Dataset: the Open Reaction Database (ORD), a public repository of structured organic reaction records. Task: describe an organic reaction: reactants, conditions, products, and yield Starting materials: CC(=O)O (HOAc), COC1OC(CC1)OC (2,5-dimethoxytetrahydrofuran), FC(C(=O)O)(F)F (trifluoroacetic acid), FC(OC=1C=C(C=CC1)C1C=C(C(N1C1=CC=C(C=C1)OC(F)(F)F)=O)NC1=CC=C(C=C1)OC(F)(F)F)(F)F ((±)-5-(3-trifluoromethoxy-phenyl)-1-(4-trifluoromethoxy-phenyl)-3-(4-trifluoromethoxy-phenylamino)-1,5-dihydro-pyrrol-2-one), FC(OC1=CC=C(C=C1)N1C(C(CC1C1=CC(=CC=C1)OC(F)(F)F)=O)=O)(F)F ((±)-1-(4-trifluoromethoxy-phenyl)-5-(3-trifluoromethoxy-phenyl)-pyrrolidine-2,3-dione), C[C@H](C1=CC=CC=C1)N ((R)-(+)-α-methyl benzylamine). Run in C1CCOC1 (THF), O (water), C1(=CC=CC=C1)C (toluene). Reaction conditions: temperature 35 celsius, time 18 hour. The product is FC(OC=1C=C(C=CC1)[C@@H]1C=CC(N1)=O)(F)F (5(S)-(3-trifluoromethoxy-phenyl)-1,5-dihydro-pyrrol-2-one). Yield: 73.7%. RXN SMILES: CC(O)=O.COC1CCC(OC)O1.FC(F)(F)C(O)=O.[F:21][C:22]([F:60])([F:59])[O:23][C:24]1[CH:25]=[C:26]([CH:30]2[N:34](C3C=CC(OC(F)(F)F)=CC=3)[C:33](=[O:46])[C:32](NC3C=CC(OC(F)(F)F)=CC=3)=[CH:31]2)[CH:27]=[CH:28][CH:29]=1.FC(F)(F)OC1C=CC(N2C(C3C=CC=C(OC(F)(F)F)C=3)CC(=O)C2=O)=CC=1.C[C@@H](N)C1C=CC=CC=1>C1COCC1.C1(C)C=CC=CC=1.O>[F:60][C:22]([F:21])([F:59])[O:23][C:24]1[CH:25]=[C:26]([C@H:30]2[NH:34][C:33](=[O:46])[CH:32]=[CH:31]2)[CH:27]=[CH:28][CH:29]=1. Reported procedure: Add HOAc (11.5 mL, 201 mmol), 2,5-dimethoxytetrahydrofuran (9.8 mL, 75.5 mmol), water (56 mL), and trifluoroacetic acid (7.6 mL, 100.6 mmol) sequentially to a solution of (±)-5-(3-trifluoromethoxy-phenyl)-1-(4-trifluoromethoxy-phenyl)-3-(4-trifluoromethoxy-phenylamino)-1,5-dihydro-pyrrol-2-one (29.1 g, 50.3 mmol) in THF (180 mL). Heat the reaction mixture to 35° C. for 22 hours. Observe significant formation of (±)-1-(4-trifluoromethoxy-phenyl)-5-(3-trifluoromethoxy-phenyl)-pyrrolidine-2,3-dione...